Dataset: the Open Reaction Database (ORD), a public repository of structured organic reaction records. Task: describe an organic reaction: reactants, conditions, products, and yield The reactants are O (water), BrC=1C(=NC(=NC1)Cl)Cl (5-bromo-2,4-dichloropyrimidine), NC1=C(C=CC=C1)S(=O)(=O)NCCC (2-amino-N-propyl-benzenesulfonamide), [H-].[Na+] (sodium hydride). Solvent: CS(=O)C (DMSO). Conditions: temperature 80 celsius, time 3 hour. Product: BrC=1C(=NC(=NC1)Cl)NC1=C(C=CC=C1)S(=O)(=O)NCCC (2-(5-bromo-2-chloro-pyrimidin-4-ylamino)-N-propyl-benzenesulfonamide). Reaction SMILES: [Br:1][C:2]1[C:3](Cl)=[N:4][C:5]([Cl:8])=[N:6][CH:7]=1.[NH2:10][C:11]1[CH:16]=[CH:15][CH:14]=[CH:13][C:12]=1[S:17]([NH:20][CH2:21][CH2:22][CH3:23])(=[O:19])=[O:18].[H-].[Na+].O>CS(C)=O>[Br:1][C:2]1[C:3]([NH:10][C:11]2[CH:16]=[CH:15][CH:14]=[CH:13][C:12]=2[S:17]([NH:20][CH2:21][CH2:22][CH3:23])(=[O:19])=[O:18])=[N:4][C:5]([Cl:8])=[N:6][CH:7]=1 |f:2.3|. Reported procedure: To a solution of 5-bromo-2,4-dichloropyrimidine (90 μL, 0.70 mmol) and 2-amino-N-propyl-benzenesulfonamide (100 mg, 0.47 mmol), sodium hydride (54.2 mg, 0.56 mmol) in DMSO (1.0 mL) is added and the resulting solution is stirred at 80° C. for 3.0 h. The mixture is poured into water and extracted with ethyl acetate three times. The organic layer is washed with water and then brine, dried over sodium sulfate, and evaporated in vacuo. The residue is purified with silica gel column chromatography (n-... Starting materials: CC(=O)O, COC1CC2CONC2(c2ccccc2F)C1, [Zn]. Product: COC1CC(CO)C(N)(c2ccccc2F)C1. RXN SMILES: [CH3:18][C:19](=[O:20])[OH:21].[F:1][c:2]1[c:3]([C:8]23[NH:9][O:10][CH2:11][CH:12]2[CH2:13][CH:14]([O:16][CH3:17])[CH2:15]3)[cH:4][cH:5][cH:6][cH:7]1.[Zn:22]>>[F:1][c:2]1[c:3]([C:8]2([NH2:9])[CH:12]([CH2:11][OH:10])[CH2:13][CH:14]([O:16][CH3:17])[CH2:15]2)[cH:4][cH:5][cH:6][cH:7]1. Reactants: NC(=S)N(Cc1ccccc1)c1ccc([N+](=O)[O-])cc1, CCOC(C)=O, CO. Product: NC(=S)N(Cc1ccccc1)c1ccc(N)cc1. As a reaction SMILES: [CH2:1]([c:2]1[cH:3][cH:4][cH:5][cH:6][cH:7]1)[N:8]([C:9](=[S:10])[NH2:11])[c:12]1[cH:13][cH:14][c:15]([N+:18]([O-:19])=[O:20])[cH:16][cH:17]1.[CH3:21][CH2:22][O:23][C:24]([CH3:25])=[O:26].[CH3:27][OH:28]>>[CH2:1]([c:2]1[cH:3][cH:4][cH:5][cH:6][cH:7]1)[N:8]([C:9](=[S:10])[NH2:11])[c:12]1[cH:13][cH:14][c:15]([NH2:18])[cH:16][cH:17]1. Starting materials: ClCC(=O)C1=CC=C(C=C1)CC#N (4-(chloroacetyl)phenylacetonitrile), NC1=NC=CC=C1 (2-aminopyridine). Solvent: C(C)O (ethanol). Product: N=1C(=CN2C1C=CC=C2)C2=CC=C(C=C2)CC#N (4-(imidazo[1,2-a]pyridin-2-yl)phenylacetonitrile). Yield: 62.3%. RXN SMILES: Cl[CH2:2][C:3]([C:5]1[CH:10]=[CH:9][C:8]([CH2:11][C:12]#[N:13])=[CH:7][CH:6]=1)=O.[NH2:14][C:15]1[CH:20]=[CH:19][CH:18]=[CH:17][N:16]=1>C(O)C>[N:14]1[C:3]([C:5]2[CH:10]=[CH:9][C:8]([CH2:11][C:12]#[N:13])=[CH:7][CH:6]=2)=[CH:2][N:16]2[CH:17]=[CH:18][CH:19]=[CH:20][C:15]=12. Procedure details: A mixture of 28 g of 4-(chloroacetyl)phenylacetonitrile, 70 ml of ethanol and 24 g of 2-aminopyridine is heated under reflux for 2 hours. The ethanol is distilled off under reduced pressure, and water is added to the residue. The crystalline precipitate is filtered off and recrystallized from methanol to give 21 g of 4-(imidazo[1,2-a]pyridin-2-yl)phenylacetonitrile as colorless crystals melting at 175°-177°C with decomposition.